From a dataset of the Open Reaction Database (ORD), a public repository of structured organic reaction records. describe an organic reaction: reactants, conditions, products, and yield Starting materials: OC=1C=C2CCCC(C2=CC1OC)=O (6-hydroxy-7-methoxy-1-tetralone), C(=O)([O-])[O-].[K+].[K+] (K2CO3), BrCCCCl (1-bromo-3-chloropropane). Run in CC(=O)C (acetone), CC(=O)C (acetone). Conditions: time 21 hour. The product is ClCCCOC=1C=C2C(CCCC2=CC1OC)=O (6-(3-chloropropoxy)7-methoxy4--tetralone). As a reaction SMILES: [OH:1][C:2]1[CH:3]=[C:4]2[C:9](=[CH:10][C:11]=1[O:12][CH3:13])[C:8](=[O:14])[CH2:7][CH2:6][CH2:5]2.[C:15]([O-])([O-])=O.[K+].[K+].BrC[CH2:23][CH2:24][Cl:25]>CC(C)=O>[Cl:25][CH2:24][CH2:23][CH2:13][O:12][C:11]1[CH:10]=[C:9]2[C:4](=[CH:3][C:2]=1[O:1][CH3:15])[CH2:5][CH2:6][CH2:7][C:8]2=[O:14] |f:1.2.3|. Reported procedure: A mixture of 6-hydroxy-7-methoxy-1-tetralone q. Org. Chem., 1985, aQ, 4937) (1.5 g, 7.8 mmol), K2CO3 (1.7 g, 12.3 mmol), and acetone (30 ml) was stirred at reflux under nitrogen for 45 minutes. The reaction was cooled to ambient temperature and a solution of 1-bromo-3-chloropropane (1.9 g, 12.1 mmol) dissolved in 8 ml acetone was dripped into the mixture. After total addition, the reaction was heated to reflux and stirred under nitrogen for 21 hours. The reaction was cooled to ambient temperatur... Starting materials: NC1=C(C=CC=C1)S(=O)(=O)C(C)C (1-Amino-2-(isopropylsulphonyl)benzene), [H-].[Na+] (NaH), ClC1=NC=NC(=C1)Cl (4,6-dichloropyrimidine). The solvent is CN(C)C=O (DMF). Conditions: time 20 minute. Product: ClC1=CC(=NC=N1)NC1=C(C=CC=C1)S(=O)(=O)C(C)C (6-chloro-N-[2-(propan-2-ylsulfonyl)phenyl]pyrimidin-4-amine). Reaction SMILES: [NH2:1][C:2]1[CH:7]=[CH:6][CH:5]=[CH:4][C:3]=1[S:8]([CH:11]([CH3:13])[CH3:12])(=[O:10])=[O:9].[H-].[Na+].[Cl:16][C:17]1[CH:22]=[C:21](Cl)[N:20]=[CH:19][N:18]=1>CN(C=O)C>[Cl:16][C:17]1[N:18]=[CH:19][N:20]=[C:21]([NH:1][C:2]2[CH:7]=[CH:6][CH:5]=[CH:4][C:3]=2[S:8]([CH:11]([CH3:13])[CH3:12])(=[O:10])=[O:9])[CH:22]=1 |f:1.2|. Procedure details: To a solution of 1-Amino-2-(isopropylsulphonyl)benzene (0.955 g, 4.80 mmol) in 2 mL of DMF at 0° C. is added NaH (60% in oil, 0.349 g, 8.72 mmol) in one portion. After stirring for 20 min, 4,6-dichloropyrimidine can be added. The mixture is stirred at 0° C. for 30 minutes, and then at room temperature until formation of the desired compound. After quenching with saturated ammonium chloride solution, the mixture is poured in water and ethyl acetate mixture. The compound can be purified by HPLC. Reactants: C(C)(C)(C)OC(=O)N(C)C1CN(CC1)S(=O)(=O)C=1C=2C(=CN=C(C2C=CC1)Cl)Cl ((R/S)-3-[N-(tert-Butoxycarbonyl)-N-methylamino]-1-(1,4-dichloro-5-isoquinolinesulfonyl)pyrrolidine), C(C)(C)(C)OC(=O)NC1CN(CC1)S(=O)(=O)C=1C=2C(=CN=C(C2C=CC1)Cl)Cl ((R/S)-3-(tert-butoxycarbonyl)amino-1-(1,4-dichloro-5-isoquinolinesulfonyl)pyrrolidine). The product is NC1=NC=C(C=2C(=CC=CC12)S(=O)(=O)N1CC(CC1)NC)Cl ((R/S)-1-(1-Amino-4-chloro-5-isoquinolinesulfonyl)-3-(methylamino)pyrrolidine), Cl (hydrochloride). Reaction SMILES: C(OC([N:8]([CH:10]1[CH2:14][CH2:13][N:12]([S:15]([C:18]2[C:19]3[C:20]([Cl:29])=[CH:21][N:22]=[C:23]([Cl:28])[C:24]=3[CH:25]=[CH:26][CH:27]=2)(=[O:17])=[O:16])[CH2:11]1)[CH3:9])=O)(C)(C)C.C(OC([NH:37]C1CCN(S(C2C3C(Cl)=CN=C(Cl)C=3C=CC=2)(=O)=O)C1)=O)(C)(C)C>>[NH2:37][C:23]1[C:24]2[CH:25]=[CH:26][CH:27]=[C:18]([S:15]([N:12]3[CH2:13][CH2:14][CH:10]([NH:8][CH3:9])[CH2:11]3)(=[O:17])=[O:16])[C:19]=2[C:20]([Cl:29])=[CH:21][N:22]=1.[ClH:28]. Procedure: Intermediate 25 is used in the method of Example 39 instead of Intermediate 26 to obtain the title compound as hydrochloride. Starting materials: CC=1C(=NC=CC1Cl)C(C=O)C1CC1 ((3-methyl-4-chloro-pyridin-2-yl)-cyclopropyl-acetaldehyde), C(CC(=O)OCC)(=O)OCC (diethyl malonate), N1CCCCC1 (piperidine), C(C)(=O)O (acetic acid). The solvent is C(C)O (ethanol). Yields the product C(C)OC(C(C(=O)OCC)=CC(C1CC1)C1=NC=CC(=C1C)Cl)=O (2-[2-(3-methyl-4-chloro-pyridin-2-yl)-2-cyclopropyl-ethylidene]-malonic acid diethyl ester). The yield is 71.2%. Reaction SMILES: [CH3:1][C:2]1[C:3]([CH:9]([CH:12]2[CH2:14][CH2:13]2)[CH:10]=O)=[N:4][CH:5]=[CH:6][C:7]=1[Cl:8].[C:15]([O:23][CH2:24][CH3:25])(=[O:22])[CH2:16][C:17]([O:19][CH2:20][CH3:21])=[O:18].N1CCCCC1.C(O)(=O)C>C(O)C>[CH2:20]([O:19][C:17](=[O:18])[C:16](=[CH:10][CH:9]([C:3]1[C:2]([CH3:1])=[C:7]([Cl:8])[CH:6]=[CH:5][N:4]=1)[CH:12]1[CH2:14][CH2:13]1)[C:15]([O:23][CH2:24][CH3:25])=[O:22])[CH3:21]. Procedure: A mixture of (3-methyl-4-chloro-pyridin-2-yl)-cyclopropyl-acetaldehyde (4.83 g, 23.0 mmol), diethyl malonate (7.02 g, 43.8 mmol), piperidine (3.62 mL, 36.6 mmol), and acetic acid (4.19 mL, 73.2 mmol) in ethanol (100 mL) was heated to reflux overnight. The reaction mixture was concentrated to dryness. The residue was purified by flash silica column chromatography (hexane:ethyl acetate, 4:1) to afford the title compound as a yellow oil (5.76 g, 71%). Reactants: CC(C)(CCn1cnc(-c2ccccc2)c1)NCC(O)c1ccc(OCc2ccccc2)c(NS(=O)(=O)c2ccccc2)c1, CCO, [H][H], [Pd]. Product: CC(C)(CCn1cnc(-c2ccccc2)c1)NCC(O)c1ccc(O)c(NS(=O)(=O)c2ccccc2)c1. RXN SMILES: [CH2:1]([c:2]1[cH:3][cH:4][cH:5][cH:6][cH:7]1)[O:8][c:9]1[c:10]([NH:35][S:36](=[O:37])(=[O:38])[c:39]2[cH:40][cH:41][cH:42][cH:43][cH:44]2)[cH:11][c:12]([CH:15]([CH2:16][NH:17][C:18]([CH2:19][CH2:20][n:21]2[cH:22][n:23][c:24](-[c:26]3[cH:27][cH:28][cH:29][cH:30][cH:31]3)[cH:25]2)([CH3:32])[CH3:33])[OH:34])[cH:13][cH:14]1.[CH3:47][CH2:48][OH:49].[H:45][H:46].[Pd:50]>>[OH:8][c:9]1[c:10]([NH:35][S:36](=[O:37])(=[O:38])[c:39]2[cH:40][cH:41][cH:42][cH:43][cH:44]2)[cH:11][c:12]([CH:15]([CH2:16][NH:17][C:18]([CH2:19][CH2:20][n:21]2[cH:22][n:23][c:24](-[c:26]3[cH:27][cH:28][cH:29][cH:30][cH:31]3)[cH:25]2)([CH3:32])[CH3:33])[OH:34])[cH:13][cH:14]1. Procedure details: The title compound was prepared according to the method described for Preparation 93 using 1H-pyrazolo[3,4-b]pyridine and ethyl bromoacetate to afford the title compound as an off-white solid in 49% yield, 210 mg. Product: N1(N=CC=2C1=NC=CC2)CC(=O)OCC (Ethyl 1H-pyrazolo[3,4-b]pyridin-1-ylacetate). RXN SMILES: [NH:1]1[C:5]2=[N:6][CH:7]=[CH:8][CH:9]=[C:4]2[CH:3]=[N:2]1.Br[CH2:11][C:12]([O:14][CH2:15][CH3:16])=[O:13]>>[N:1]1([CH2:11][C:12]([O:14][CH2:15][CH3:16])=[O:13])[C:5]2=[N:6][CH:7]=[CH:8][CH:9]=[C:4]2[CH:3]=[N:2]1. The reactants are N1N=CC=2C1=NC=CC2 (1H-pyrazolo[3,4-b]pyridine), BrCC(=O)OCC (ethyl bromoacetate). Starting materials: N1=CC=C(C=C1)B(O)O (4-pyridylboronic acid), BrC=1C=C(C(=O)OC)C=CC1 (methyl 3-bromobenzoate), C([O-])([O-])=O.[Cs+].[Cs+] (cesium carbonate), tetrakistriphenyl phosphine palladium. Run in CN(C=O)C (N,N-dimethylformamide), C(C)(=O)OCC (ethyl acetate). Yield: 68.1%. Reaction SMILES: [N:1]1[CH:6]=[CH:5][C:4](B(O)O)=[CH:3][CH:2]=1.Br[C:11]1[CH:12]=[C:13]([CH:18]=[CH:19][CH:20]=1)[C:14]([O:16][CH3:17])=[O:15].C(=O)([O-])[O-].[Cs+].[Cs+]>CN(C)C=O.C(OCC)(=O)C>[N:1]1[CH:6]=[CH:5][C:4]([C:11]2[CH:12]=[C:13]([CH:18]=[CH:19][CH:20]=2)[C:14]([O:16][CH3:17])=[O:15])=[CH:3][CH:2]=1 |f:2.3.4|. Reported procedure: 1.121 g of 4-pyridylboronic acid, 2.35 g of methyl 3-bromobenzoate, 7.5 g of cesium carbonate and 530 mg of tetrakistriphenyl phosphine palladium were dissolved in 40 ml of N,N-dimethylformamide, and the mixture was stirred at 120° C. overnight in a nitrogen atmosphere. The reaction mixture was diluted with ethyl acetate, washed with water and dried over anhydrous magnesium sulfate, and the solvent was removed. The residue was purified by silica gel column, to give 1.325 g of the title compound ... Conditions: temperature 120 celsius, time 8 hour. Product: N1=CC=C(C=C1)C=1C=C(C(=O)OC)C=CC1 (Methyl 3-(4-pyridyl)benzoate). Yields the product Cl[Si](Cl)(Cl)CCc1ccccc1. The reactants are Cc1ccc(O)c(C(C)(C)C)c1C(C)(C)C, C=Cc1ccccc1, COC, Cl[SiH](Cl)Cl, [SiH4]. As a reaction SMILES: [C:9]([c:10]1[c:11]([CH3:12])[cH:13][cH:14][c:15]([OH:16])[c:17]1[C:18]([CH3:19])([CH3:20])[CH3:21])([CH3:22])([CH3:23])[CH3:24].[CH2:1]=[CH:2][c:3]1[cH:4][cH:5][cH:6][cH:7][cH:8]1.[CH3:30][O:31][CH3:32].[Cl:25][SiH:26]([Cl:27])[Cl:28].[SiH4:29]>>[CH2:1]([CH2:2][c:3]1[cH:4][cH:5][cH:6][cH:7][cH:8]1)[Si:26]([Cl:25])([Cl:27])[Cl:28]. Reactants: CCOCC, COC=O, [H-], [Na+], COC(=O)Cc1ccccc1OCCCCOc1ccccc1. The product is COC(=O)C(=CO)c1ccccc1OCCCCOc1ccccc1. Reaction SMILES: [CH3:30][CH2:31][O:32][CH2:33][CH3:34].[CH:24](=[O:25])[O:26][CH3:27].[H-:28].[Na+:29].[O:1]([c:2]1[cH:3][cH:4][cH:5][cH:6][cH:7]1)[CH2:8][CH2:9][CH2:10][CH2:11][O:12][c:13]1[c:14]([CH2:19][C:20](=[O:21])[O:22][CH3:23])[cH:15][cH:16][cH:17][cH:18]1>>[O:1]([c:2]1[cH:3][cH:4][cH:5][cH:6][cH:7]1)[CH2:8][CH2:9][CH2:10][CH2:11][O:12][c:13]1[c:14]([C:19]([C:20](=[O:21])[O:22][CH3:23])=[CH:24][OH:25])[cH:15][cH:16][cH:17][cH:18]1.